From a dataset of the Open Reaction Database (ORD), a public repository of structured organic reaction records. describe an organic reaction: reactants, conditions, products, and yield Starting materials: ClC1=C(C(=O)O)C=C(C(=C1)F)[N+](=O)[O-] (2-chloro-4-fluoro-5-nitrobenzoic acid), C(C(=O)Cl)(=O)Cl (oxalyl chloride). Procedure: A mixture of 2-chloro-4-fluoro-5-nitrobenzoic acid (50.0 g, 0.228 mol) and N,N-dimethylformamide (5 drops) in 1,2-dichloroethane is treated dropwise with oxalyl chloride (30.8 mL, 0.353 mol), refluxed for 3 hours, cooled, and concentrated in vacuo to obtain the title product as an orange solid which is identified by NMR spectral analysis. Reagents/catalysts: CN(C=O)C (N,N-dimethylformamide). As a reaction SMILES: [Cl:1][C:2]1[CH:10]=[C:9]([F:11])[C:8]([N+:12]([O-:14])=[O:13])=[CH:7][C:3]=1[C:4](O)=[O:5].C(Cl)(=O)C([Cl:18])=O>CN(C)C=O.ClCCCl>[Cl:1][C:2]1[CH:10]=[C:9]([F:11])[C:8]([N+:12]([O-:14])=[O:13])=[CH:7][C:3]=1[C:4]([Cl:18])=[O:5]. Yields the product ClC1=C(C(=O)Cl)C=C(C(=C1)F)[N+](=O)[O-] (2-Chloro-4-fluoro-5-nitrobenzoyl chloride). Solvent: ClCCCl (1,2-dichloroethane). The reactants are C(C)OC1=NCC=2C=3C(=CC=CC13)NC2 (5-ethoxy-1,3-dihydropyrrolo[4,3,2-de]isoquinoline), O.NN (hydrazine hydrate). Solvent: CO (methanol), CO (methanol). Run at time 8 hour. Product: N(N)C1=NCC=2C=3C(=CC=CC13)NC2 (5-Hydrazino-1,3-dihydropyrrolo[4,3,2-de]isoquinoline). RXN SMILES: C(O[C:4]1[C:13]2[CH:12]=[CH:11][CH:10]=[C:9]3[NH:14][CH:15]=[C:7]([C:8]=23)[CH2:6][N:5]=1)C.O.[NH2:17][NH2:18]>CO>[NH:17]([C:4]1[C:13]2[CH:12]=[CH:11][CH:10]=[C:9]3[NH:14][CH:15]=[C:7]([C:8]=23)[CH2:6][N:5]=1)[NH2:18] |f:1.2|. Reported procedure: A solution of 5-ethoxy-1,3-dihydropyrrolo[4,3,2-de]isoquinoline (10.0 g), described in Example 5, in methanol (100 ml) is combined with a solution of hydrazine hydrate (3 g) in methanol (150 ml). After boiling overnight the mixture is concentrated to half of its original volume and diluted with ether. The resulting precipitate is collected to give the title compound, mp 188° - 189°C, νmaxnujol 3370, 3325, 3150, 1628, 1583, 1540 and 1510 cm-1. The reactants are ClC=1C=C2C(=C(N(C2=CC1)CC(=O)OC)C)S(=O)(=O)C1=CC=C(C=C1)Cl (5-chloro-3-[(4-chlorophenyl)sulfonyl]-2-methyl-1H-indole-1-acetic acid, methyl ester), solution, [OH-].[Na+] (NaOH). Run in C1CCOC1 (THF). Run at time 8 hour. The product is ClC=1C=C2C(=C(N(C2=CC1)CC(=O)O)C)S(=O)(=O)C1=CC=C(C=C1)Cl (5-chloro-3-[(4-chlorophenyl)sulfonyl]-2-methyl-1H-indole-1-acetic acid). As a reaction SMILES: [Cl:1][C:2]1[CH:3]=[C:4]2[C:8](=[CH:9][CH:10]=1)[N:7]([CH2:11][C:12]([O:14]C)=[O:13])[C:6]([CH3:16])=[C:5]2[S:17]([C:20]1[CH:25]=[CH:24][C:23]([Cl:26])=[CH:22][CH:21]=1)(=[O:19])=[O:18].[OH-].[Na+]>C1COCC1>[Cl:1][C:2]1[CH:3]=[C:4]2[C:8](=[CH:9][CH:10]=1)[N:7]([CH2:11][C:12]([OH:14])=[O:13])[C:6]([CH3:16])=[C:5]2[S:17]([C:20]1[CH:25]=[CH:24][C:23]([Cl:26])=[CH:22][CH:21]=1)(=[O:18])=[O:19] |f:1.2|. Reported procedure: To a solution of the product from step (c) (0.09 g) in THF (5 ml) was added a 1.25 M solution of NaOH(aq) (0.25 ml). The reaction was stirred overnight at room temperature. The reaction mixture was concentrated in vacuo and the residue dissolved/suspended in water. The pH was adjusted to 2 using dilute HCl (aq) and the solid which precipitated was isolated by filtration, dried under vacuum at 40° C. to give the title compound. Run at temperature -78 celsius, time 15 minute. Isolated yield 90.1%. Product: FC1=CC=C(C=C1)C(=C(CC)C1=CC=CC=C1)C1=CC=C(C=C1)C=CC(=O)OC (Methyl 3-[4-[1-(4-fluorophenyl)-2-phenyl-but-1-enyl]phenyl]acrylate). The reactants are COC(=O)CP(=O)(OC)OC (trimethyl phosphonoacetate), C[Si](C)(C)[N-][Si](C)(C)C.[Na+] (sodium bis(trimethylsilyl)amide), C(=O)C1=CC=C(C=C1)/C(=C(/CC)\C1=CC=CC=C1)/C1=CC=C(C=C1)F ((E)-1-(4-formylphenyl)-1-(4-fluorophenyl)-2-phenyl-1-butene). Reported procedure: To a solution of trimethyl phosphonoacetate (412 mg, 2.26 mmol) in THF (15 mL) at 0° C. was added 1M sodium bis(trimethylsilyl)amide in THF (2.26 mL, 2.26 mmol) dropwise. After stirring 15 min the mixture was cooled to −78° C. and a solution of aldehyde (4) (625 mg, 1.89 mmol) in THF (8 mL) was added dropwise. The solution was allowed to warm to rt. After stirring 4 h, brine was added and the mixture was extracted with EtOAc. The combined organic layers were washed with water, brine, and dried (... Solvent: C1CCOC1 (THF), C1CCOC1 (THF), C1CCOC1 (THF), [Cl-].[Na+].O (brine). RXN SMILES: [CH3:1][O:2][C:3]([CH2:5]P(OC)(OC)=O)=[O:4].C[Si]([N-][Si](C)(C)C)(C)C.[Na+].[CH:22]([C:24]1[CH:29]=[CH:28][C:27](/[C:30](/[C:40]2[CH:45]=[CH:44][C:43]([F:46])=[CH:42][CH:41]=2)=[C:31](\[C:34]2[CH:39]=[CH:38][CH:37]=[CH:36][CH:35]=2)/[CH2:32][CH3:33])=[CH:26][CH:25]=1)=O>C1COCC1.[Cl-].[Na+].O>[F:46][C:43]1[CH:42]=[CH:41][C:40]([C:30]([C:27]2[CH:26]=[CH:25][C:24]([CH:22]=[CH:5][C:3]([O:2][CH3:1])=[O:4])=[CH:29][CH:28]=2)=[C:31]([C:34]2[CH:39]=[CH:38][CH:37]=[CH:36][CH:35]=2)[CH2:32][CH3:33])=[CH:45][CH:44]=1 |f:1.2,5.6.7|. Reactants: CSc1ncc(Br)c(CBr)n1, C1CCOC1, CC1NC(=O)OC1c1cc(C(F)(F)F)cc(C(F)(F)F)c1, [H-], [Na+]. The product is CSc1ncc(Br)c(CN2C(=O)OC(c3cc(C(F)(F)F)cc(C(F)(F)F)c3)C2C)n1. RXN SMILES: [Br:24][c:25]1[c:26]([CH2:33][Br:34])[n:27][c:28]([S:31][CH3:32])[n:29][cH:30]1.[CH2:35]1[O:36][CH2:37][CH2:38][CH2:39]1.[F:1][C:2]([c:3]1[cH:4][c:5]([CH:13]2[CH:14]([CH3:19])[NH:15][C:16](=[O:18])[O:17]2)[cH:6][c:7]([C:9]([F:10])([F:11])[F:12])[cH:8]1)([F:20])[F:21].[H-:23].[Na+:22]>>[F:1][C:2]([c:3]1[cH:4][c:5]([CH:13]2[CH:14]([CH3:19])[N:15]([CH2:33][c:26]3[c:25]([Br:24])[cH:30][n:29][c:28]([S:31][CH3:32])[n:27]3)[C:16](=[O:18])[O:17]2)[cH:6][c:7]([C:9]([F:10])([F:11])[F:12])[cH:8]1)([F:20])[F:21].